Dataset: the Open Reaction Database (ORD), a public repository of structured organic reaction records. Task: describe an organic reaction: reactants, conditions, products, and yield Starting materials: CC(O)(c1ccc(S(=O)(=O)c2ccc(F)cc2Cl)cc1)C(F)(F)F, ClCCl, [Na+], O=C([O-])O, c1c[nH]cn1. Product: CC(O)(c1ccc(S(=O)(=O)c2ccc(-n3ccnc3)cc2Cl)cc1)C(F)(F)F. Reaction SMILES: [Cl:1][c:2]1[c:3]([S:9](=[O:10])(=[O:11])[c:12]2[cH:13][cH:14][c:15]([C:18]([C:19]([F:20])([F:21])[F:22])([CH3:23])[OH:24])[cH:16][cH:17]2)[cH:4][cH:5][c:6]([F:8])[cH:7]1.[Cl:30][CH2:31][Cl:32].[Na+:37].[O-:33][C:34]([OH:35])=[O:36].[nH:25]1[cH:26][n:27][cH:28][cH:29]1>>[Cl:1][c:2]1[c:3]([S:9](=[O:10])(=[O:11])[c:12]2[cH:13][cH:14][c:15]([C:18]([C:19]([F:20])([F:21])[F:22])([CH3:23])[OH:24])[cH:16][cH:17]2)[cH:4][cH:5][c:6](-[n:25]2[cH:26][n:27][cH:28][cH:29]2)[cH:7]1. Starting materials: CC1(OB(OC1(C)C)C1=CC=C(C=C1)NC=1OC2=C(N1)C=C(C=C2)OC(F)(F)F)C (N2-[4-(4,4,5,5-tetramethyl-1,3,2-dioxaborolan-2-yl)phenyl]-5-(trifluoromethoxy)-1,3-benzoxazol-2-amine), IC1=NN(C2=NC=NC(=C21)N)C2CCC(CC2)N2CCN(CC2)C (3-iodo-1-[4-(4-methylpiperazino)cyclohexyl]-1H-pyrazolo[3,4-d]pyrimidin-4-amine), CC1(OB(OC1(C)C)C1=CC=C(C=C1)NC=1OC2=C(N1)C=C(C=C2)OC(F)(F)F)C (N2-[4-(4,4,5,5-tetramethyl-1,3,2-dioxaborolan-2-yl)phenyl]-5-(trifluoromethoxy)-1,3-benzoxazol-2-amine), C([O-])([O-])=O.[Na+].[Na+] (sodium carbonate). Reagents/catalysts: C=1C=CC(=CC1)[P](C=2C=CC=CC2)(C=3C=CC=CC3)[Pd]([P](C=4C=CC=CC4)(C=5C=CC=CC5)C=6C=CC=CC6)([P](C=7C=CC=CC7)(C=8C=CC=CC8)C=9C=CC=CC9)[P](C=1C=CC=CC1)(C=1C=CC=CC1)C=1C=CC=CC1 (tetrakis(triphenylphosphine)palladium), C=1C=CC(=CC1)[P](C=2C=CC=CC2)(C=3C=CC=CC3)[Pd]([P](C=4C=CC=CC4)(C=5C=CC=CC5)C=6C=CC=CC6)([P](C=7C=CC=CC7)(C=8C=CC=CC8)C=9C=CC=CC9)[P](C=1C=CC=CC1)(C=1C=CC=CC1)C=1C=CC=CC1 (tetrakis(triphenylphosphine)palladium). Solvent: COCCOC (ethylene glycol dimethyl ether), O (water). Conditions: temperature 80 celsius, time 5 hour. Product: NC1=C2C(=NC=N1)N(N=C2C2=CC=C(C=C2)NC=2OC1=C(N2)C=C(C=C1)OC(F)(F)F)[C@@H]1CC[C@@H](CC1)N1CCN(CC1)C (cis-N2-(4-{4-amino-1-[4-(4-methylpiperazino)cyclohexyl]-1H-pyrazolo[3,4-d]pyrimidin-3-yl}phenyl)-5-(trifluoromethoxy)-1,3-benzoxazol-2-amine). Isolated yield 78.6%. Reaction SMILES: I[C:2]1[C:10]2[C:5](=[N:6][CH:7]=[N:8][C:9]=2[NH2:11])[N:4]([CH:12]2[CH2:17][CH2:16][CH:15]([N:18]3[CH2:23][CH2:22][N:21]([CH3:24])[CH2:20][CH2:19]3)[CH2:14][CH2:13]2)[N:3]=1.CC1(C)C(C)(C)OB([C:33]2[CH:38]=[CH:37][C:36]([NH:39][C:40]3[O:41][C:42]4[CH:48]=[CH:47][C:46]([O:49][C:50]([F:53])([F:52])[F:51])=[CH:45][C:43]=4[N:44]=3)=[CH:35][CH:34]=2)O1.C(=O)([O-])[O-].[Na+].[Na+]>COCCOC.O.C1C=CC([P]([Pd]([P](C2C=CC=CC=2)(C2C=CC=CC=2)C2C=CC=CC=2)([P](C2C=CC=CC=2)(C2C=CC=CC=2)C2C=CC=CC=2)[P](C2C=CC=CC=2)(C2C=CC=CC=2)C2C=CC=CC=2)(C2C=CC=CC=2)C2C=CC=CC=2)=CC=1>[NH2:11][C:9]1[N:8]=[CH:7][N:6]=[C:5]2[N:4]([C@H:12]3[CH2:17][CH2:16][C@@H:15]([N:18]4[CH2:23][CH2:22][N:21]([CH3:24])[CH2:20][CH2:19]4)[CH2:14][CH2:13]3)[N:3]=[C:2]([C:33]3[CH:34]=[CH:35][C:36]([NH:39][C:40]4[O:41][C:42]5[CH:48]=[CH:47][C:46]([O:49][C:50]([F:51])([F:52])[F:53])=[CH:45][C:43]=5[N:44]=4)=[CH:37][CH:38]=3)[C:10]=12 |f:2.3.4,^1:71,73,92,111|. Procedure details: A mixture of 3-iodo-1-[4-(4-methylpiperazino)cyclohexyl]-1H-pyrazolo[3,4-d]pyrimidin-4-amine (0.06 g, 0.00014 mol), N2-[4-(4,4,5,5-tetramethyl-1,3,2-dioxaborolan-2-yl)phenyl]-5-(trifluoromethoxy)-1,3-benzoxazol-2-amine (0.071 g, 0.00017 mol), tetrakis(triphenylphosphine)palladium (0.011 g, 0.00001 mol) and sodium carbonate (0.037, 0.00035 mol) in ethylene glycol dimethyl ether (3 mL) and water (1 mL) was heated at 80° C. for 16 hours. Additional N2-[4-(4,4,5,5-tetramethyl-1,3,2-dioxaborolan-2-yl... Reactants: [Si](C)(C)(C(C)(C)C)OCC1=C(C2=C(C(O1)=O)SC1=C2CCCC1)C=1C(=C2CCCOC2=CC1)C (3-(((tert-butyldimethylsilyl)oxy)methyl)-4-(5-methylchroman-6-yl)-5,6,7,8-tetrahydro-1H-benzo[4,5]thieno[2,3-c]pyran-1-one), CN (MeNH2). The solvent is CCO (EtOH). Conditions: temperature 65 celsius, time 3 hour. The product is OCC1=C(C2=C(C(N1C)=O)SC1=C2CCCC1)C=1C(=C2CCCOC2=CC1)C (3-Hydroxymethyl-2-methyl-4-(5-methyl-chroman-6-yl)-5,6,7,8-tetrahydro-2H-benzo[4,5]thieno[2,3-c]pyridin-1-one). Isolated yield 75.0%. Reaction SMILES: [Si]([O:8][CH2:9][C:10]1[O:15][C:14](=O)[C:13]2[S:17][C:18]3[CH2:23][CH2:22][CH2:21][CH2:20][C:19]=3[C:12]=2[C:11]=1[C:24]1[C:25]([CH3:34])=[C:26]2[C:31](=[CH:32][CH:33]=1)[O:30][CH2:29][CH2:28][CH2:27]2)(C(C)(C)C)(C)C.[CH3:35][NH2:36]>CCO>[OH:8][CH2:9][C:10]1[N:36]([CH3:35])[C:14](=[O:15])[C:13]2[S:17][C:18]3[CH2:23][CH2:22][CH2:21][CH2:20][C:19]=3[C:12]=2[C:11]=1[C:24]1[C:25]([CH3:34])=[C:26]2[C:31](=[CH:32][CH:33]=1)[O:30][CH2:29][CH2:28][CH2:27]2. Reported procedure: 3-(((tert-butyldimethylsilyl)oxy)methyl)-4-(5-methylchroman-6-yl)-5,6,7,8-tetrahydro-1H-benzo[4,5]thieno[2,3-c]pyran-1-one (100 mg, 0.2 mmol) was dissolved in 4N MeNH2 (g)/EtOH (20 mL) and stirred at 65° C. for 3 hrs. After cooling to room temperature, the mixture was concentrated, and 4N HCl/ethyl acetate (20 ml) was added. The mixture was stirred at room temperature for 15 min and concentrated in vacuo. The residue was partitioned between ethyl acetate and sat. aq. NaHCO3 and the organic layer... Isolated yield 115.0%. Reactants: CC(C)(C)N(C([O-])=O)C1CN(CCC1)C1=NC(=NC(=C1)C1=CC=C2C(=NNC2=C1)N)N (1,1-Dimethylethyl{1-[2-amino-6-(3-amino-1H-indazol-6-yl)-4-pyrimidinyl]-3-piperidinyl}carbamate), Cl (hydrochloric acid). Product: Cl (HCl), NC1=NC(=CC(=N1)C1=CC=C2C(=NNC2=C1)N)N1CC(CCC1)N (6-[2-Amino-6-(3-amino-1-piperidinyl)-4-pyrimidinyl]-1H-indazol-3-amine). RXN SMILES: CC([N:5]([CH:9]1[CH2:14][CH2:13][CH2:12][N:11]([C:15]2[CH:20]=[C:19]([C:21]3[CH:29]=[C:28]4[C:24]([C:25]([NH2:30])=[N:26][NH:27]4)=[CH:23][CH:22]=3)[N:18]=[C:17]([NH2:31])[N:16]=2)[CH2:10]1)C(=O)[O-])(C)C.[ClH:32]>>[ClH:32].[NH2:31][C:17]1[N:18]=[C:19]([C:21]2[CH:29]=[C:28]3[C:24]([C:25]([NH2:30])=[N:26][NH:27]3)=[CH:23][CH:22]=2)[CH:20]=[C:15]([N:11]2[CH2:12][CH2:13][CH2:14][CH:9]([NH2:5])[CH2:10]2)[N:16]=1. Procedure details: 1,1-Dimethylethyl{1-[2-amino-6-(3-amino-1H-indazol-6-yl)-4-pyrimidinyl]-3-piperidinyl}carbamate (865 mg, 2.04 mmol) was added portionwise to ice-cooled hydrochloric acid (concentrated aqueous) (8 mL, 96 mmol) with stirring. A solid yellow mass formed. The ice bath was removed and the reaction was allowed to warm to room temperature with stirring. HPLC indicated complete conversion. The mixture was diluted with ice-water (20 mL) and the solution was concentrated under reduced pressure. The residu... Reactants: C(/C1=CC=CC=C1)=N\C1=C(C=CC=C1)OC ((E)-N-benzylidene-2-methoxyaniline), C(C)(C)[Mg]Cl (isopropylmagnesium chloride), [NH4+].[Cl-] (NH4Cl). Run in C1CCOC1 (THF). Reaction conditions: temperature 0 celsius, time 1 hour. Product: COC1=C(NC(C(C)C)C2=CC=CC=C2)C=CC=C1 (2-methoxy-N-(2-methyl-1-phenylpropyl)aniline). Isolated yield 28.4%. Reaction SMILES: [CH:1](=[N:8]/[C:9]1[CH:14]=[CH:13][CH:12]=[CH:11][C:10]=1[O:15][CH3:16])\[C:2]1[CH:7]=[CH:6][CH:5]=[CH:4][CH:3]=1.[CH:17]([Mg]Cl)([CH3:19])[CH3:18].[NH4+].[Cl-]>C1COCC1>[CH3:16][O:15][C:10]1[CH:11]=[CH:12][CH:13]=[CH:14][C:9]=1[NH:8][CH:1]([C:2]1[CH:3]=[CH:4][CH:5]=[CH:6][CH:7]=1)[CH:17]([CH3:19])[CH3:18] |f:2.3|. Procedure details: To (E)-N-benzylidene-2-methoxyaniline (5.00 g, 23.7 mmol, 1.00 equiv) in anhydrous THF (106 mL) at 0° C. was added isopropylmagnesium chloride (13.0 mL, 2.0 M in Et2O, 26.0 mmol, 1.10 equiv) and the reaction mixture was stirred at 0° C. for 1 h. A saturated aqueous solution of NH4Cl (50 mL) was added and the aqueous layer was extracted with Et2O (3×50 mL). The combined organic layers were washed with brine (25 mL), dried over MgSO4, filtered, and concentrated. The residue was purified by chromat...